This data is from the Open Reaction Database (ORD), a public repository of structured organic reaction records. The task is: describe an organic reaction: reactants, conditions, products, and yield The reactants are CC1CCCCN1c1cnc(CN(CCO)Cc2ccccc2)c(Cl)n1, CC(C)(C)[O-], [K+], CN(C)C=O, O. Product: CC1CCCCN1c1cnc2c(n1)OCCN(Cc1ccccc1)C2. As a reaction SMILES: [CH2:7]([c:8]1[cH:9][cH:10][cH:11][cH:12][cH:13]1)[N:14]([CH2:15][CH2:16][OH:17])[CH2:18][c:19]1[n:20][cH:21][c:22]([N:26]2[CH:27]([CH3:32])[CH2:28][CH2:29][CH2:30][CH2:31]2)[n:23][c:24]1[Cl:25].[CH3:1][C:2]([CH3:3])([O-:4])[CH3:5].[K+:6].[O:34]=[CH:35][N:36]([CH3:37])[CH3:38].[OH2:33]>>[CH2:7]([c:8]1[cH:9][cH:10][cH:11][cH:12][cH:13]1)[N:14]1[CH2:15][CH2:16][O:17][c:24]2[c:19]([n:20][cH:21][c:22]([N:26]3[CH:27]([CH3:32])[CH2:28][CH2:29][CH2:30][CH2:31]3)[n:23]2)[CH2:18]1. Starting materials: C(C)(C)(C)OC(=O)NC(C(=O)[O-])=CC=1C=C2C=CC(=NC2=CC1)C1=C(C=CC=C1Cl)Cl (2-[(tert-butoxycarbonyl)amino]-3-[2-(2,6-dichlorophenyl)-6-quinolinyl]-2-propenoate), FC(C(=O)O)(F)F (trifluoroacetic acid), C(Cl)Cl (CH2Cl2), C(=O)(O)[O-].[Na+] (NaHCO3). The reagents and catalysts are C1(=CC=CC=C1)OC (anisole). Conditions: time 2 hour. The product is ClC1=C(C(=CC=C1)Cl)C1=NC2=CC=C(C=C2C=C1)C=C(C(=O)OC)O (methyl 3-[2-(2,6-dichlorophenyl)-6-quinolinyl]-2-hydroxy-2-propenoate). Yield: 53.0%. As a reaction SMILES: C(OC(NC(=C[C:14]1[CH:15]=[C:16]2[C:21](=[CH:22][CH:23]=1)[N:20]=[C:19]([C:24]1[C:29]([Cl:30])=[CH:28][CH:27]=[CH:26][C:25]=1[Cl:31])[CH:18]=[CH:17]2)C([O-])=O)=O)(C)(C)C.F[C:33](F)(F)[C:34]([OH:36])=O.[C:39]([O-:42])(O)=[O:40].[Na+].[CH2:44](Cl)Cl>C1(OC)C=CC=CC=1>[Cl:30][C:29]1[CH:28]=[CH:27][CH:26]=[C:25]([Cl:31])[C:24]=1[C:19]1[CH:18]=[CH:17][C:16]2[C:21](=[CH:22][CH:23]=[C:14]([CH:33]=[C:34]([OH:36])[C:39]([O:42][CH3:44])=[O:40])[CH:15]=2)[N:20]=1 |f:2.3|. Reported procedure: To a solution of 2-[(tert-butoxycarbonyl)amino]-3-[2-(2,6-dichlorophenyl)-6-quinolinyl]-2-propenoate 22 (0.48 g) in CH2Cl2 (2 ml) are added at 0° C. two drops of anisole and 1.6 ml of trifluoroacetic acid. The solution is stirred for 2 h and a solution of NaHCO3 saturated is added to reach a basic pH. The aqueous phase is extracted with AcOEt (3×10 ml). The organic phases are washed with brine, dried over MgSO4 and concentrated. The residue is washed with methanol to give methyl 3-[2-(2,6-dichlo...